Dataset: the Open Reaction Database (ORD), a public repository of structured organic reaction records. Task: describe an organic reaction: reactants, conditions, products, and yield Reactants: solution, C(CCC)[Li] (n-butyl lithium), solution, B(OC(C)C)(OC(C)C)OC(C)C (triisopropyl borate), BrC1=CC(=CC(=C1)F)F (1-bromo-3,5-difluorobenzene), Cl (hydrochloric acid). Run in CCCCCC (hexane), C1CCOC1 (THF), C1CCOC1 (THF). Reaction conditions: time 1.5 hour. Yields the product FC=1C=C(C=C(C1)F)OB(O)O (3,5-difluorophenyl boric acid). Isolated yield 70.0%. Reaction SMILES: Br[C:2]1[CH:7]=[C:6]([F:8])[CH:5]=[C:4]([F:9])[CH:3]=1.C([Li])CCC.[B:15]([O:24]C(C)C)([O:20]C(C)C)[O:16]C(C)C.Cl>CCCCCC.C1COCC1>[F:9][C:4]1[CH:3]=[C:2]([O:16][B:15]([OH:24])[OH:20])[CH:7]=[C:6]([F:8])[CH:5]=1. Reported procedure: To a mixture of 1-bromo-3,5-difluorobenzene (743 mmol) and 500 ml of THF was added dropwise 500 ml of a solution of n-butyl lithium (corresponding to 780 mmol) in hexane at −78° C. in 1.6 hours, and stirred at the same temperature for 1.5 hours. To this solution was wadded dropwise 200 ml of a solution of triisopropyl borate (1,486 mmol) in THF, the solution was gradually warmed up to room temperature, and then the solution was stirred overnight. After 750 ml of 7.3% hydrochloric acid was added ...